This data is from the Open Reaction Database (ORD), a public repository of structured organic reaction records. The task is: describe an organic reaction: reactants, conditions, products, and yield Run in C(Cl)(Cl)Cl (CHCl3), CN(C)C=O (DMF), O (water), CCOCC (Et2O). Starting materials: ClCCOC(NCC1CCC(CC1)NC=1SC2=C(N1)C1=C(CCC2)C=CC(=C1)F)=O (2-chloroethyl-N-({4-[(9-fluoro-5,6-dihydro-4H-benzo[6,7]-cyclohepta[d][1,3]thiazol-2-yl)amino]-cyclohexyl}methyl)carbamate), [H-].[Na+] (NaH), Cl (HCl), [H-].[Na+] (NaH), CCOC(=O)C (EtOAc), Cl (HCl). Yield: 57.0%. As a reaction SMILES: Cl[CH2:2][CH2:3][O:4][C:5](=[O:30])[NH:6][CH2:7][CH:8]1[CH2:13][CH2:12][CH:11]([NH:14][C:15]2[S:16][C:17]3[CH2:24][CH2:23][CH2:22][C:21]4[CH:25]=[CH:26][C:27]([F:29])=[CH:28][C:20]=4[C:18]=3[N:19]=2)[CH2:10][CH2:9]1.[H-].[Na+].CCOC(C)=O.Cl>CN(C=O)C.C(Cl)(Cl)Cl.CCOCC.O>[F:29][C:27]1[CH:26]=[CH:25][C:21]2[CH2:22][CH2:23][CH2:24][C:17]3[S:16][C:15]([NH:14][CH:11]4[CH2:12][CH2:13][CH:8]([CH2:7][N:6]5[CH2:2][CH2:3][O:4][C:5]5=[O:30])[CH2:9][CH2:10]4)=[N:19][C:18]=3[C:20]=2[CH:28]=1 |f:1.2|. Reported procedure: To a stirred solution of 2-chloroethyl-N-({4-[(9-fluoro-5,6-dihydro-4H-benzo[6,7]-cyclohepta[d][1,3]thiazol-2-yl)amino]-cyclohexyl}methyl)carbamate (5.4 g, 11.95 mmol) in 100 ml anhydrous DMF was added NaH (60% in mineral oil) (0.6 g, 15.0 mmol). TLC (EtOAc) indicated that the reaction had proceeded to approximately 40% completion after 15 minutes. An additional 0.58 g (14.5 mmol) NaH (60% in mineral oil) was added and the solution was stirred at room temperature for another 15 minutes. TLC indi... Run at time 15 minute. Product: FC1=CC2=C(CCCC3=C2N=C(S3)NC3CCC(CC3)CN3C(OCC3)=O)C=C1 (3-({4-[(9-Fluoro-5,6-dihydro-4H-benzo[6,7]cyclohepta-[d][1,3]thiazol-2-yl)amino]cyclohexyl}methyl)-1,3-oxazolan-2-one). The reactants are [H-].[Al+3].[Li+].[H-].[H-].[H-] (lithium aluminum hydride), [F-].[Na+] (sodium fluoride), O (water), C(C)N1N=CC(=C1NC(C1=CC=CC=C1)(C1=CC=CC=C1)C1=CC=CC=C1)C#N (1-ethyl-5-(tritylamino)-1H-pyrazole-4-carbonitrile). Run in O1CCCC1 (tetrahydrofuran). Product: NCC=1C=NN(C1NC(C1=CC=CC=C1)(C1=CC=CC=C1)C1=CC=CC=C1)CC (4-aminomethyl-1-ethyl-5-tritylaminopyrazole). The yield is 44.9%. As a reaction SMILES: [H-].[Al+3].[Li+].[H-].[H-].[H-].[CH2:7]([N:9]1[C:13]([NH:14][C:15]([C:28]2[CH:33]=[CH:32][CH:31]=[CH:30][CH:29]=2)([C:22]2[CH:27]=[CH:26][CH:25]=[CH:24][CH:23]=2)[C:16]2[CH:21]=[CH:20][CH:19]=[CH:18][CH:17]=2)=[C:12]([C:34]#[N:35])[CH:11]=[N:10]1)[CH3:8].[F-].[Na+].O>O1CCCC1>[NH2:35][CH2:34][C:12]1[CH:11]=[N:10][N:9]([CH2:7][CH3:8])[C:13]=1[NH:14][C:15]([C:22]1[CH:27]=[CH:26][CH:25]=[CH:24][CH:23]=1)([C:28]1[CH:29]=[CH:30][CH:31]=[CH:32][CH:33]=1)[C:16]1[CH:21]=[CH:20][CH:19]=[CH:18][CH:17]=1 |f:0.1.2.3.4.5,7.8|. Procedure details: To a suspension of lithium aluminum hydride (3.01 g) in tetrahydrofuran (150 ml) was added 1-ethyl-5-(tritylamino)-1H-pyrazole-4-carbonitrile (7.5 g) at room temperature. The mixture was refluxed for 55 hours. After cooling on an ice bath, sodium fluoride (13.3 g) and water (6 ml) were added to the reaction mixture. The insoluble materials were removed by filtration. The filtrate was evaporated to give 4-aminomethyl-1-ethyl-5-tritylaminopyrazole (3.4 g). Starting materials: C(C)C1=NC2=CC=CC=C2C(C1)=O (2-ethyl-4-quinolone), NC1=CC=CC=C1 (aniline), C(CC)(=O)CC(=O)OCC (ethyl propionylacetate), C([O-])([O-])=O.[K+].[K+] (potassium carbonate), III, BrCC1=CC=C(C=C1)C1=C(C=CC=C1)C1=NN=NN1C1=CC=C(C=C1)[N+](=O)[O-] (5-(4'-bromomethylbiphenyl-2-yl)-1-(4-nitrophenyl)-1H-tetrazole). Run in O (water), CN1CCCC1=O (NMP). Run at temperature 80 celsius. Product: C(C)C1=NC2=CC=CC=C2C(=C1)OCC1=CC=C(C=C1)C1=C(C=CC=C1)C1=NN=NN1C1=CC=C(C=C1)[N+](=O)[O-] (2-ethyl-4-[(2'-(1-(4-nitrophenyl)-1H-tetrazol-5-yl)biphenyl-4-yl)methoxy]quinoline). The yield is 28.4%. Reaction SMILES: [CH2:1]([C:3]1[CH2:12][C:11](=[O:13])[C:10]2[C:5](=[CH:6][CH:7]=[CH:8][CH:9]=2)[N:4]=1)[CH3:2].NC1C=CC=CC=1.C(CC(OCC)=O)(=O)CC.C(=O)([O-])[O-].[K+].[K+].Br[CH2:38][C:39]1[CH:44]=[CH:43][C:42]([C:45]2[CH:50]=[CH:49][CH:48]=[CH:47][C:46]=2[C:51]2[N:55]([C:56]3[CH:61]=[CH:60][C:59]([N+:62]([O-:64])=[O:63])=[CH:58][CH:57]=3)[N:54]=[N:53][N:52]=2)=[CH:41][CH:40]=1>CN1C(=O)CCC1.O>[CH2:1]([C:3]1[CH:12]=[C:11]([O:13][CH2:38][C:39]2[CH:40]=[CH:41][C:42]([C:45]3[CH:50]=[CH:49][CH:48]=[CH:47][C:46]=3[C:51]3[N:55]([C:56]4[CH:61]=[CH:60][C:59]([N+:62]([O-:64])=[O:63])=[CH:58][CH:57]=4)[N:54]=[N:53][N:52]=3)=[CH:43][CH:44]=2)[C:10]2[C:5](=[CH:6][CH:7]=[CH:8][CH:9]=2)[N:4]=1)[CH3:2] |f:3.4.5|. Procedure details: A mixture of 2-ethyl-4-quinolone (1.9 g; 11 mmol), (prepared using a similar procedure to that described in Org. Syn., Coll., Vol. III, p. 374 and p. 593 from aniline and ethyl propionylacetate), and potassium carbonate (2.28 g; 16 mmol) in NMP (75 ml) was heated at 60° C. for 20 minutes with stirring. Compound E (5.2 g; 10 mmol) was added and the reaction mixture heated at 80° C. for 90 minutes. The mixture was allowed to cool to ambient temperature and water (150 ml) was added. The resultant p... Starting materials: CC(=O)OC(C)(C)C, CCOC(=O)c1cccc(-c2nccn2C)c1, [Li]. The product is Cn1ccnc1-c1cccc(C(=O)CC(=O)OC(C)(C)C)c1. Reaction SMILES: [C:18]([CH3:19])(=[O:20])[O:21][C:22]([CH3:23])([CH3:24])[CH3:25].[CH3:1][n:2]1[c:3](-[c:7]2[cH:8][c:9]([C:10]([O:12][CH2:11][CH3:13])=[O:14])[cH:15][cH:16][cH:17]2)[n:4][cH:5][cH:6]1.[Li:26]>>[CH3:1][n:2]1[c:3](-[c:7]2[cH:8][c:9]([C:10](=[O:12])[CH2:19][C:18](=[O:20])[O:21][C:22]([CH3:23])([CH3:24])[CH3:25])[cH:15][cH:16][cH:17]2)[n:4][cH:5][cH:6]1. Starting materials: CC1(OC(C(C(O1)=O)C)=O)C (2,2,5-trimethyl-1,3-dioxane-4,6-dione), C(C=C)Br (allyl bromide), C([O-])([O-])=O.[K+].[K+] (potassium carbonate), CC(=O)C (acetone). Solvent: C(C)OCC (ethyl ether). Run at time 8 hour. The product is CC1(OC(C(C(O1)=O)CC=C)=O)C (2,2-dimethyl-5-allyl-1,3-dioxane-4,6-dione). Isolated yield 94.5%. Reaction SMILES: [CH3:1][C:2]1([CH3:11])[O:7][C:6](=[O:8])[CH:5]([CH3:9])[C:4](=[O:10])[O:3]1.[CH2:12](Br)[CH:13]=C.C(=O)([O-])[O-].[K+].[K+].CC(C)=O>C(OCC)C>[CH3:11][C:2]1([CH3:1])[O:3][C:4](=[O:10])[CH:5]([CH2:9][CH:12]=[CH2:13])[C:6](=[O:8])[O:7]1 |f:2.3.4|. Procedure: To a 500 mL 3-necked round bottomed flask equipped with a stir bar, thermowell and a condenser connected to a nitrogen line was added 10.0 g (0.0632 mole) of 2,2,5-trimethyl-1,3-dioxane-4,6-dione, 7.7 g (0.0632 mol) of allyl bromide, 21 g (0.152 mol) of potassium carbonate and 200 mL of acetone. The mixture was refluxed with stirring overnight at which time it was allowed to cool, diluted with 200 mL of ethyl ether and filtered through a bed of Celite/activated charcoal. The filtrate was washed ... Reactants: CC(C)(C)[O-], CN(C)C=O, CC#N, O=C(Nc1cc[nH]n1)c1c(F)cccc1F, FC(F)(F)c1ccccc1CBr, [K+]. Product: O=C(Nc1ccn(Cc2ccccc2C(F)(F)F)n1)c1c(F)cccc1F. RXN SMILES: [CH3:17][C:18]([CH3:19])([O-:20])[CH3:21].[CH3:35][N:36]([CH3:37])[CH:38]=[O:39].[CH3:40][C:41]#[N:42].[F:1][c:2]1[c:3]([C:4](=[O:5])[NH:6][c:7]2[n:8][nH:9][cH:10][cH:11]2)[c:12]([F:16])[cH:13][cH:14][cH:15]1.[F:23][C:24]([c:25]1[c:26]([CH2:27][Br:28])[cH:29][cH:30][cH:31][cH:32]1)([F:33])[F:34].[K+:22]>>[F:1][c:2]1[c:3]([C:4](=[O:5])[NH:6][c:7]2[n:8][n:9]([CH2:27][c:26]3[c:25]([C:24]([F:23])([F:33])[F:34])[cH:32][cH:31][cH:30][cH:29]3)[cH:10][cH:11]2)[c:12]([F:16])[cH:13][cH:14][cH:15]1. The yield is 117.9%. Procedure: 4-(tert-Butyl-dimethyl-silanyloxy)-but-2-ynoic acid [4-(3-bromo-phenylamino)-quinazolin-6-yl]-amide (300 mg, 0.587 mmol) was dissolved in 60 mL of solution (acetic acid:water:tetrahydrofuran=3:1:1) and stirred at room temperature overnight. The reaction solution was treated with cold brine solution and extracted with ethyl acetate. The ethyl acetate solution was washed with sodium bicarbonate solution and brine. Evaporation of the dry ethyl acetate solution yielded 275 mg of the product: HRMS m/... The product is BrC=1C=C(C=CC1)NC1=NC=NC2=CC=C(C=C12)NC(C#CCO)=O (4-Hydroxy-but-2-ynoic acid [4-(3-bromo-phenylamino)-quinazolin-6-yl]-amide). Run in solution, [Cl-].[Na+].O (brine). Conditions: time 8 hour. Starting materials: BrC=1C=C(C=CC1)NC1=NC=NC2=CC=C(C=C12)NC(C#CCO[Si](C)(C)C(C)(C)C)=O (4-(tert-Butyl-dimethyl-silanyloxy)-but-2-ynoic acid [4-(3-bromo-phenylamino)-quinazolin-6-yl]-amide). As a reaction SMILES: [Br:1][C:2]1[CH:3]=[C:4]([NH:8][C:9]2[C:18]3[C:13](=[CH:14][CH:15]=[C:16]([NH:19][C:20](=[O:32])[C:21]#[C:22][CH2:23][O:24][Si](C(C)(C)C)(C)C)[CH:17]=3)[N:12]=[CH:11][N:10]=2)[CH:5]=[CH:6][CH:7]=1>[Cl-].[Na+].O>[Br:1][C:2]1[CH:3]=[C:4]([NH:8][C:9]2[C:18]3[C:13](=[CH:14][CH:15]=[C:16]([NH:19][C:20](=[O:32])[C:21]#[C:22][CH2:23][OH:24])[CH:17]=3)[N:12]=[CH:11][N:10]=2)[CH:5]=[CH:6][CH:7]=1 |f:1.2.3|.